This data is from the Open Reaction Database (ORD), a public repository of structured organic reaction records. The task is: describe an organic reaction: reactants, conditions, products, and yield Reactants: COC(=O)c1ccc(C(=O)Nc2ccc(C(=O)N3CCCc4ccccc43)cc2)cc1, CO, [Na+], [OH-]. Product: O=C(O)c1ccc(C(=O)Nc2ccc(C(=O)N3CCCc4ccccc43)cc2)cc1. Reaction SMILES: [CH3:1][O:2][C:3](=[O:4])[c:5]1[cH:6][cH:7][c:8]([C:9](=[O:10])[NH:11][c:12]2[cH:13][cH:14][c:15]([C:16](=[O:17])[N:18]3[CH2:19][CH2:20][CH2:21][c:22]4[cH:23][cH:24][cH:25][cH:26][c:27]43)[cH:28][cH:29]2)[cH:30][cH:31]1.[CH3:34][OH:35].[Na+:33].[OH-:32]>>[O:2]=[C:3]([OH:4])[c:5]1[cH:6][cH:7][c:8]([C:9](=[O:10])[NH:11][c:12]2[cH:13][cH:14][c:15]([C:16](=[O:17])[N:18]3[CH2:19][CH2:20][CH2:21][c:22]4[cH:23][cH:24][cH:25][cH:26][c:27]43)[cH:28][cH:29]2)[cH:30][cH:31]1.